From a dataset of the Open Reaction Database (ORD), a public repository of structured organic reaction records. describe an organic reaction: reactants, conditions, products, and yield Starting materials: O=C([O-])O, CCCc1c(O)ccc(C(=O)OC)c1O, CO, CN(C)C=O, ClCc1ccccc1, [Na+], [Na+], [OH-]. Yields the product CCCc1c(O)ccc(C(=O)OCc2ccccc2)c1O. Reaction SMILES: [C:24](=[O:25])([OH:26])[O-:27].[CH3:1][O:2][C:3]([c:4]1[c:5]([OH:14])[c:6]([CH2:11][CH2:12][CH3:13])[c:7]([OH:10])[cH:8][cH:9]1)=[O:15].[CH3:29][OH:30].[CH3:33][N:34]([CH3:35])[CH:36]=[O:37].[Cl:16][CH2:17][c:18]1[cH:19][cH:20][cH:21][cH:22][cH:23]1.[Na+:28].[Na+:32].[OH-:31]>>[CH2:1]([O:2][C:3]([c:4]1[c:5]([OH:14])[c:6]([CH2:11][CH2:12][CH3:13])[c:7]([OH:10])[cH:8][cH:9]1)=[O:15])[c:18]1[cH:19][cH:20][cH:21][cH:22][cH:23]1. The reactants are [OH-].[Na+] (sodium hydroxide), [H-].[Al+3].[Li+].[H-].[H-].[H-] (lithium aluminum hydride), [Cl-].[Al+3].[Cl-].[Cl-] (aluminum chloride), N1C=C(C2=CC=CC=C12)[C@@H]1CC[C@H](CC1)CC(=O)N1CCN(CC1)C1=NC=CC=C1 (trans 1-(2-{4-[1H-3-indolyl]-cyclohexyl}acetyl)-4-(2-pyridinyl)piperazine). The solvent is O (Water), O1CCCC1 (tetrahydrofuran), O1CCCC1 (tetrahydrofuran). Run at time 20 minute. Product: N1=C(C=CC=C1)N1CCN(CC1)CC[C@@H]1CC[C@H](CC1)C1=CNC2=CC=CC=C12 (Trans 3-[4-[2-[4-(2-pyridinyl)-1-piperazinyl]ethyl]cyclohexyl]-1H-indole). Yield: 97.4%. Reaction SMILES: [H-].[Al+3].[Li+].[H-].[H-].[H-].[Cl-].[Al+3].[Cl-].[Cl-].[NH:11]1[C:19]2[C:14](=[CH:15][CH:16]=[CH:17][CH:18]=2)[C:13]([C@H:20]2[CH2:25][CH2:24][C@H:23]([CH2:26][C:27]([N:29]3[CH2:34][CH2:33][N:32]([C:35]4[CH:40]=[CH:39][CH:38]=[CH:37][N:36]=4)[CH2:31][CH2:30]3)=O)[CH2:22][CH2:21]2)=[CH:12]1.[OH-].[Na+]>O1CCCC1.O>[N:36]1[CH:37]=[CH:38][CH:39]=[CH:40][C:35]=1[N:32]1[CH2:33][CH2:34][N:29]([CH2:27][CH2:26][C@H:23]2[CH2:24][CH2:25][C@H:20]([C:13]3[C:14]4[C:19](=[CH:18][CH:17]=[CH:16][CH:15]=4)[NH:11][CH:12]=3)[CH2:21][CH2:22]2)[CH2:30][CH2:31]1 |f:0.1.2.3.4.5,6.7.8.9,11.12|. Procedure: A slurry of lithium aluminum hydride (0.472 g, 12.4 mmol) in 20 mL of tetrahydrofuran at 0° C. is treated with aluminum chloride (0.553 g, 4.15 mmol) and the mixture is stirred for 20 minutes. A slurry of trans 1-(2-{4-[1H-3-indolyl]-cyclohexyl}acetyl)-4-(2-pyridinyl)piperazine (1.67 g, 4.15 mmol) in 20 mL of tetrahydrofuran is added and the reaction is stirred at ambient temperature for 18 hours. Water (1 mL) and 10% sodium hydroxide solution (2 mL) is added the mixture is stirred for 2 hours, ... The reactants are C(C)[C@]12[C@H](CC[C@H]2[C@H]2[C@H](CC1)C=1CC=C(CC1CC2)OC)O (13β-ethyl-3-methoxy-gona-2,5(10)-dien-17β-ol), O (water). Solvent: CO (methanol), Cl (hydrochloric acid). Reaction conditions: time 2 hour. Yields the product C(C)[C@]12[C@H](CC[C@H]2[C@H]2[C@H](CC1)[C@H]1CCC(C=C1CC2)=O)O (13β-ethyl-17β-hydroxy-gon-4-en-3-one). Yield: 52.4%. Reaction SMILES: [CH2:1]([C@:3]12[CH2:11][CH2:10][C@@H:9]3[C:12]4[CH2:13][CH:14]=[C:15]([O:20]C)[CH2:16][C:17]=4[CH2:18][CH2:19][C@H:8]3[C@@H:7]1[CH2:6][CH2:5][C@@H:4]2[OH:22])[CH3:2].O>CO.Cl>[CH2:1]([C@:3]12[CH2:11][CH2:10][C@@H:9]3[C@@H:12]4[C:17]([CH2:18][CH2:19][C@H:8]3[C@@H:7]1[CH2:6][CH2:5][C@@H:4]2[OH:22])=[CH:16][C:15](=[O:20])[CH2:14][CH2:13]4)[CH3:2]. Reported procedure: Add to 13β-ethyl-3-methoxy-gona-2,5(10)-dien-17β-ol (1.0 g.) in methanol (50 cc.), 3N hydrochloric acid (20 cc.); shake the mixture for 2 hours, pour into water, and extract the product with ether. Work up in the usual way and take up the resulting gum in benzene and chromatograph on neutral alumina. Elute with ether to give a crystalline material and recrystallize from a mixture of ether and pentane to yield 13β-ethyl-17β-hydroxy-gon-4-en-3-one (0.5 g.), m.p. 144°-7°; ultra-violet absorption pe... The reactants are COC=1C=C(C(C=O)=C(C1)OC)O (4,6-dimethoxysalicylaldehyde), C(C1=CC=CC=C1)(=O)CC(=O)OCC (ethyl benzoylacetate). The reagents and catalysts are N1CCCCC1 (piperidine). The solvent is C(C)#N (acetonitrile). The product is C(C1=CC=CC=C1)(=O)C=1C(OC2=CC(=CC(=C2C1)OC)OC)=O (3-benzoyl-5,7-dimethoxycoumarin). As a reaction SMILES: [CH3:1][O:2][C:3]1[CH:4]=[C:5](O)C(=[C:9]([O:11][CH3:12])[CH:10]=1)C=O.[C:14]([CH2:22][C:23]([O:25][CH2:26][CH3:27])=[O:24])(=[O:21])[C:15]1[CH:20]=[CH:19][CH:18]=[CH:17][CH:16]=1>N1CCCCC1.C(#N)C>[C:14]([C:22]1[C:23](=[O:24])[O:25][C:26]2[C:4]([CH:5]=1)=[C:3]([O:2][CH3:1])[CH:10]=[C:9]([O:11][CH3:12])[CH:27]=2)(=[O:21])[C:15]1[CH:20]=[CH:19][CH:18]=[CH:17][CH:16]=1. Reported procedure: A mixture of 18.2 g 4,6-dimethoxysalicylaldehyde, 20.0 g ethyl benzoylacetate, 20 ml acetonitrile and 30 drops piperidine was heated gently on a hot plate for 45 minutes. After cooling the product was collected and recrystallized twice from acetonitrile and once from benzene containing a small amount of acetonitrile. m.p. 178° C.-179° C. The reactants are 20.3, C(C=C)C(C(=O)OCC)(C(=O)OCC)C1=CC=C(C=C1)C(C1=CC=CS1)=O (diethyl 2-allyl-2-[p-(2-thenoyl)phenyl]malonate), [OH-].[Na+] (sodium hydroxide). The product is C1(=CC=CS1)C(=O)C1=CC=C(C=C1)C(C(=O)O)CC=C (2-[p-(2-thenoyl)phenyl]-4-pentenoic acid). RXN SMILES: [CH2:1]([C:4]([C:15]1[CH:20]=[CH:19][C:18]([C:21](=[O:27])[C:22]2[S:26][CH:25]=[CH:24][CH:23]=2)=[CH:17][CH:16]=1)(C(OCC)=O)[C:5]([O:7]CC)=[O:6])[CH:2]=[CH2:3].[OH-].[Na+]>>[C:22]1([C:21]([C:18]2[CH:19]=[CH:20][C:15]([CH:4]([CH2:1][CH:2]=[CH2:3])[C:5]([OH:7])=[O:6])=[CH:16][CH:17]=2)=[O:27])[S:26][CH:25]=[CH:24][CH:23]=1 |f:1.2|. Reported procedure: A mixture of 20.3 parts of diethyl 2-allyl-2-[p-(2-thenoyl)phenyl]malonate and 150 parts of sodium hydroxide solution 5% is stirred and refluxed for 5 hours. The reaction mixture is cooled and washed twice with 80 parts of ether. The aqueous phase is separated and acidified with concentrated hydrochloric acid solution till strongly acid: an oil is separated which solidifies. The product is extracted with ether. The extract is washed with water, dried and evaporated. The oily residue solidifies o... Reactants: CCOc1cncc(C(CC(=O)OC(C)(C)C)NCCNCCCc2cccc(Br)n2)c1, CCOC(C)=O, CCN(C(C)C)C(C)C, O=C(Cl)Oc1ccc([N+](=O)[O-])cc1, ClCCl, C1COCCO1. Yields the product CCOc1cncc(C(CC(=O)OC(C)(C)C)N2CCN(CCCc3cccc(Br)n3)C2=O)c1. As a reaction SMILES: [C:1]([CH3:2])([CH3:3])([CH3:4])[O:5][C:6]([CH2:7][CH:8]([c:9]1[cH:10][n:11][cH:12][c:13]([O:15][CH2:16][CH3:17])[cH:14]1)[NH:18][CH2:19][CH2:20][NH:21][CH2:22][CH2:23][CH2:24][c:25]1[n:26][c:27]([Br:31])[cH:28][cH:29][cH:30]1)=[O:32].[CH3:64][CH2:65][O:66][C:67]([CH3:68])=[O:69].[CH:33]([N:34]([CH:35]([CH3:36])[CH3:37])[CH2:38][CH3:39])([CH3:40])[CH3:41].[Cl:42][C:43](=[O:44])[O:45][c:46]1[cH:47][cH:48][c:49]([N+:50]([O-:51])=[O:52])[cH:53][cH:54]1.[Cl:61][CH2:62][Cl:63].[O:55]1[CH2:56][CH2:57][O:58][CH2:59][CH2:60]1>>[C:1]([CH3:2])([CH3:3])([CH3:4])[O:5][C:6]([CH2:7][CH:8]([c:9]1[cH:10][n:11][cH:12][c:13]([O:15][CH2:16][CH3:17])[cH:14]1)[N:18]1[CH2:19][CH2:20][N:21]([CH2:22][CH2:23][CH2:24][c:25]2[n:26][c:27]([Br:31])[cH:28][cH:29][cH:30]2)[C:43]1=[O:44])=[O:32]. The reactants are ClS(=O)(=O)N=C=O (Chlorosulfonyl isocyanate), CN(C=O)C (dimethylformamide), ClC1=CC=C(C=C1)C1=CC(=CN1OC)C(=O)O (5-(p-chlorophenyl)-1-methoxypyrrole-3-carboxylic acid), CN(C=O)C (dimethylformamide). The solvent is O (water). Conditions: temperature 0 celsius. Yields the product ClC1=CC=C(C=C1)C=1N(C=C(C1C#N)C#N)OC (2-(p-chlorophenyl)-1-methoxypyrrole-3,4-dicarbonitrile). Isolated yield 18.0%. Reaction SMILES: ClS([N:5]=[C:6]=O)(=O)=O.[Cl:8][C:9]1[CH:14]=[CH:13][C:12]([C:15]2[N:19]([O:20][CH3:21])[CH:18]=[C:17]([C:22](O)=O)[CH:16]=2)=[CH:11][CH:10]=1.C[N:26](C)C=O>O>[Cl:8][C:9]1[CH:14]=[CH:13][C:12]([C:15]2[N:19]([O:20][CH3:21])[CH:18]=[C:17]([C:22]#[N:26])[C:16]=2[C:6]#[N:5])=[CH:11][CH:10]=1. Procedure details: Chlorosulfonyl isocyanate (8.1 g, 0.0572 mol) is added dropwise to a 50° C. stirred mixture of 5-(p-chlorophenyl)-1-methoxypyrrole-3-carboxylic acid (6.0 g, 0.0238 mol) in acetronitrile and dimethylformamide. The reaction mixture is stirred at room temperature for 20 hours, cooled to 0° C., treated with dimethylformamide (9.2 mL), heated to 50° C. for 1 hour, cooled to room temperature for 3 hours, diluted with water and extracted with chloroform. The combined chloroform extracts are washed sequ...